Dataset: the Open Reaction Database (ORD), a public repository of structured organic reaction records. Task: describe an organic reaction: reactants, conditions, products, and yield The reactants are COc1cc(Cl)ccc1N, N=C(N)N, [Na+], [Na+], O=[N+]([O-])[O-], O=C([O-])[O-], O=S(=O)(O)O. The product is COc1cc(Cl)c([N+](=O)[O-])cc1N. Reaction SMILES: [Cl:1][c:2]1[cH:3][c:4]([O:9][CH3:10])[c:5]([NH2:6])[cH:7][cH:8]1.[NH2:11][C:12](=[NH:13])[NH2:14].[Na+:19].[Na+:20].[O-:15][N+:16]([O-:17])=[O:18].[O-:21][C:22](=[O:23])[O-:24].[S:25](=[O:26])(=[O:27])([OH:28])[OH:29]>>[Cl:1][c:2]1[cH:3][c:4]([O:9][CH3:10])[c:5]([NH2:6])[cH:7][c:8]1[N+:16](=[O:15])[O-:17].